From a dataset of the Open Reaction Database (ORD), a public repository of structured organic reaction records. describe an organic reaction: reactants, conditions, products, and yield The reactants are COC(=O)C1CC(S(=O)(=O)c2ccc(Br)cc2C(F)(F)F)CN1c1cc(C)nn1C1CCC1, [Li+], [OH-]. Yields the product Cc1cc(N2CC(S(=O)(=O)c3ccc(Br)cc3C(F)(F)F)CC2C(=O)O)n(C2CCC2)n1. As a reaction SMILES: [CH3:1][O:2][C:3](=[O:4])[CH:5]1[N:6]([c:24]2[n:25]([CH:30]3[CH2:31][CH2:32][CH2:33]3)[n:26][c:27]([CH3:29])[cH:28]2)[CH2:7][CH:8]([S:10](=[O:11])(=[O:12])[c:13]2[c:14]([C:20]([F:21])([F:22])[F:23])[cH:15][c:16]([Br:19])[cH:17][cH:18]2)[CH2:9]1.[Li+:34].[OH-:35]>>[O:2]=[C:3]([OH:4])[CH:5]1[N:6]([c:24]2[n:25]([CH:30]3[CH2:31][CH2:32][CH2:33]3)[n:26][c:27]([CH3:29])[cH:28]2)[CH2:7][CH:8]([S:10](=[O:11])(=[O:12])[c:13]2[c:14]([C:20]([F:21])([F:22])[F:23])[cH:15][c:16]([Br:19])[cH:17][cH:18]2)[CH2:9]1. The reactants are O=C([O-])[O-], COC(=O)c1cccnc1S(=O)(=O)Nc1ccccc1, CBr, CC#N, [K+], [K+]. Yields the product COC(=O)c1cccnc1S(=O)(=O)N(C)c1ccccc1. As a reaction SMILES: [C:21](=[O:22])([O-:23])[O-:24].[CH3:1][O:2][C:3]([c:4]1[c:5]([S:10]([NH:11][c:12]2[cH:13][cH:14][cH:15][cH:16][cH:17]2)(=[O:18])=[O:19])[n:6][cH:7][cH:8][cH:9]1)=[O:20].[CH3:27][Br:28].[CH3:29][C:30]#[N:31].[K+:25].[K+:26]>>[CH3:1][O:2][C:3]([c:4]1[c:5]([S:10]([N:11]([c:12]2[cH:13][cH:14][cH:15][cH:16][cH:17]2)[CH3:21])(=[O:18])=[O:19])[n:6][cH:7][cH:8][cH:9]1)=[O:20]. As a reaction SMILES: [C:1](=[O:2])([O-:3])[O-:4].[CH3:30][N:31]([CH3:32])[CH:33]=[O:34].[CH3:7][C:8]#[N:9].[Cl:21][CH2:22][CH2:23][N:24]1[CH2:25][CH2:26][O:27][CH2:28][CH2:29]1.[ClH:20].[K+:5].[K+:6].[OH:10][c:11]1[cH:12][cH:13][c:14]([C:15](=[O:16])[NH2:17])[cH:18][cH:19]1>>[O:10]([c:11]1[cH:12][cH:13][c:14]([C:15](=[O:16])[NH2:17])[cH:18][cH:19]1)[CH2:22][CH2:23][N:24]1[CH2:25][CH2:26][O:27][CH2:28][CH2:29]1. The product is NC(=O)c1ccc(OCCN2CCOCC2)cc1. The reactants are O=C([O-])[O-], CN(C)C=O, CC#N, ClCCN1CCOCC1, Cl, [K+], [K+], NC(=O)c1ccc(O)cc1. Reactants: FC(C(=O)O)(F)F (trifluoroacetic acid), [Si](C)(C)(C(C)(C)C)OCC1(N(CC(=C1)C1=C(C=CC(=C1)F)F)C(=O)N(C1CCNCC1)C)C1=CC=CC=C1 (2-({[tert-butyl(dimethyl)silyl]oxy}methyl)-4-(2,5-difluorophenyl)-N-methyl-2-phenyl-N-piperidin-4-yl-2,5-dihydro-1H-pyrrole-1-carboxamide), CC(=O)O (HOAc), C(C)OC1(CC1)O[Si](C)(C)C ((1-ethoxycyclopropoxy)trimethylsilane), [BH3-]C#N.[Na+] (NaCNBH3). Solvent: CO (MeOH). Run at temperature 100 celsius, time 1 hour. The product is C1(CC1)N1CCC(CC1)N(C(=O)N1[C@@](C=C(C1)C1=C(C=CC(=C1)F)F)(C1=CC=CC=C1)CO)C ((2S)-N-(1-cyclopropylpiperidin-4-yl)-4-(2,5-difluorophenyl)-2-(hydroxymethyl)-N-methyl-2-phenyl-2,5-dihydro-1H-pyrrole-1-carboxamide). As a reaction SMILES: [Si]([O:8][CH2:9][C:10]1([C:33]2[CH:38]=[CH:37][CH:36]=[CH:35][CH:34]=2)[CH:14]=[C:13]([C:15]2[CH:20]=[C:19]([F:21])[CH:18]=[CH:17][C:16]=2[F:22])[CH2:12][N:11]1[C:23]([N:25]([CH3:32])[CH:26]1[CH2:31][CH2:30][NH:29][CH2:28][CH2:27]1)=[O:24])(C(C)(C)C)(C)C.CC(O)=O.C(O[C:46]1(O[Si](C)(C)C)[CH2:48][CH2:47]1)C.[BH3-]C#N.[Na+].FC(F)(F)C(O)=O>CO>[CH:46]1([N:29]2[CH2:28][CH2:27][CH:26]([N:25]([CH3:32])[C:23]([N:11]3[CH2:12][C:13]([C:15]4[CH:20]=[C:19]([F:21])[CH:18]=[CH:17][C:16]=4[F:22])=[CH:14][C@@:10]3([CH2:9][OH:8])[C:33]3[CH:38]=[CH:37][CH:36]=[CH:35][CH:34]=3)=[O:24])[CH2:31][CH2:30]2)[CH2:48][CH2:47]1 |f:3.4|. Procedure: To 30 mg (0.055 mmol) of amine 7-2 in MeOH was added 30 μL (0.55 mmol) of HOAc, 33 μL (0.17 mmol) of (1-ethoxycyclopropoxy)trimethylsilane, 10 mg (0.17 mmol) of NaCNBH3 and 100 mg of 4 Å molecular sieves. The mixture was then heated at 100° C. for 10 min in a microwave reactor. After cooling to room temperature, ˜500 μL of trifluoroacetic acid was added and the mixture was stirred for 1 h. The reaction was partitioned between EtOAc and saturated NaHCO3, the layers were separated, the organic pha... Starting materials: ClCC(=O)O (monochloroacetic acid), CC(CCO)CCC=C(C)C (3,7-dimethyl-6-octen-1-ol), CC(C)=CCCC(C)CCO (citronellol). The reagents and catalysts are [OH-].[K+] (KOH). Solvent: O (water). The product is C(CC(C)CCC=C(C)C)OC(CCl)=O (chloroacetic acid citronellyl ester). The yield is 85.1%. Reaction SMILES: [Cl:1][CH2:2][C:3]([OH:5])=[O:4].[CH3:6][CH:7]([CH2:11][CH2:12][CH:13]=[C:14]([CH3:16])[CH3:15])[CH2:8][CH2:9]O>[OH-].[K+].O>[CH2:9]([O:4][C:3](=[O:5])[CH2:2][Cl:1])[CH2:8][CH:7]([CH2:11][CH2:12][CH:13]=[C:14]([CH3:16])[CH3:15])[CH3:6] |f:2.3|. Procedure: A mixture of 94.5 g (1.0 mol) of monochloroacetic acid and 203.2 g (1.4 mol) of 3,7-dimethyl-6-octen-1-ol (citronellol) was heated for 6 h at 50 mbar to 130° C., wherein the water formed by esterification was distilled off via a column. The reaction mixture obtained had an acid value of 5 mg KOH/g. Unreacted citronellol was then distilled off at 6 mbar and a bottoms temperature of up to 130° C. Distillation of the residue at 6 mbar yielded 198 g of chloroacetic acid citronellyl ester as a colour... Starting materials: B (Borane), [OH-].[Na+] (sodium hydroxide), NC(CC)C1(CC=CC1)CCC (1-(1-aminopropyl)-1-propylcyclopent-3-ene), OO (hydrogen peroxide). Run in C1CCOC1 (THF), O (water). Run at time 8 hour. Product: NC(CC)C1(CC(CC1)O)CCC (1-(1-aminopropyl)-1-propylcyclopentan-3-ol). As a reaction SMILES: [NH2:1][CH:2]([C:5]1([CH2:10][CH2:11][CH3:12])[CH2:9][CH:8]=[CH:7][CH2:6]1)[CH2:3][CH3:4].B.[OH:14]O.[OH-].[Na+]>C1COCC1.O>[NH2:1][CH:2]([C:5]1([CH2:10][CH2:11][CH3:12])[CH2:9][CH2:8][CH:7]([OH:14])[CH2:6]1)[CH2:3][CH3:4] |f:3.4|. Reported procedure: 1-(1-aminopropyl)-1-propylcyclopent-3-ene (63, 1.4 g, 8.25 mmol) was dissolved in THF (15 mL) at 0° C. under argon. Borane (9.1 mL, 9.07 mmol, 1M in THF) was added dropwise over 10 minutes. The reaction mixture was allowed to warm to room temperature before stirring overnight. After cooling to 0° C., water was added (4 mL), followed by hydrogen peroxide (5.8 mL, 30% solution in water) and sodium hydroxide solution (9.1 mL, 1M aqueous solution). After stirring for 5 minutes the mixture was extrac... Reactants: COc1ccc(CC(=O)O)cc1, CNc1ccc(F)cc1. The reagents and catalysts are C1CCN(C1)[P+](N2CCCC2)(N3CCCC3)ON4C5=C(C=CC=N5)N=N4.F[P-](F)(F)(F)(F)F (PyAOP), CCN(C(C)C)C(C)C (DIPEA). Run in CN(C)C=O (DMF), CN(C)C=O (DMF), CN(C)C=O (DMF), CN(C)C=O (DMF), CN(C)C=O (DMF), CN(C)C=O (DMF). Reaction conditions: temperature 25 celsius, time 2 hour. Yields the product COc1ccc(CC(=O)N(C)c2ccc(F)cc2)cc1. The yield is 86.3%. RXN SMILES: CNc1ccc(F)cc1.COc1ccc(CC(=O)O)cc1.C1CCN(C1)[P+](N2CCCC2)(N3CCCC3)ON4C5=C(C=CC=N5)N=N4.F[P-](F)(F)(F)(F)F.CCN(C(C)C)C(C)C.CN(C)C=O>>COc1ccc(CC(=O)N(C)c2ccc(F)cc2)cc1. The reactants are CN(C(OC(C)(C)C)=O)[C@H](C(N[C@@H]1C(NC2=C(OC1)C=CC=C2)=O)=O)C (tert-butyl methyl((S)-1-oxo-1-((S)-4-oxo-2,3,4,5-tetrahydrobenzo[b][1,4]oxazepin-3-ylamino)propan-2-yl)carbamate), BrCC1=CC=C(C=C1)Cl (1-(bromomethyl)-4-chlorobenzene). Product: ClC1=CC=C(CN2C3=C(OC[C@@H](C2=O)NC([C@H](C)NC)=O)C=CC=C3)C=C1 ((S)-N-((S)-5-(4-Chlorobenzyl)-4-oxo-2,3,4,5-tetrahydrobenzo[b][1,4]oxazepin-3-yl)-2-(methylamino)propanamide). Yield: 61.2%. RXN SMILES: C[N:2]([C@@H:10]([CH3:26])[C:11](=[O:25])[NH:12][C@H:13]1[CH2:19][O:18][C:17]2[CH:20]=[CH:21][CH:22]=[CH:23][C:16]=2[NH:15][C:14]1=[O:24])[C:3](=O)OC(C)(C)C.Br[CH2:28][C:29]1[CH:34]=[CH:33][C:32]([Cl:35])=[CH:31][CH:30]=1>>[Cl:35][C:32]1[CH:33]=[CH:34][C:29]([CH2:28][N:15]2[C:14](=[O:24])[C@@H:13]([NH:12][C:11](=[O:25])[C@@H:10]([NH:2][CH3:3])[CH3:26])[CH2:19][O:18][C:17]3[CH:20]=[CH:21][CH:22]=[CH:23][C:16]2=3)=[CH:30][CH:31]=1. Procedure: In a similar manner to that described for Example 45 except in Step 2 the material obtained after chromatography was not triturated, tert-butyl methyl((S)-1-oxo-1-((S)-4-oxo-2,3,4,5-tetrahydrobenzo[b][1,4]oxazepin-3-ylamino)propan-2-yl)carbamate (173 mg, 476 iumol) and 1-(bromomethyl)-4-chlorobenzene (103 mg, 500 μmol) were converted to the title compound (113 mg) as an off-white foam. HRMS: calcd. for C20H22N3O3Cl: (MH+) 388.1422. found 388.1423. Reactants: [OH-].[Na+] (NaOH), ClC=1C=C(C=CC1Cl)O (3,4-dichlorophenol), FC1=C(C=C(C#N)C=C1)OC (4-fluoro-3-methoxybenzonitrile), C([O-])([O-])=O.[Cs+].[Cs+] (cesium carbonate). Solvent: CS(=O)C (DMSO). Reaction conditions: temperature 120 celsius. Product: ClC=1C=C(OC2=C(C=C(C(=O)N)C=C2)OC)C=CC1Cl (4-(3,4-dichlorophenoxy)-3-methoxybenzamide). RXN SMILES: [Cl:1][C:2]1[CH:3]=[C:4]([OH:9])[CH:5]=[CH:6][C:7]=1[Cl:8].F[C:11]1[CH:18]=[CH:17][C:14]([C:15]#[N:16])=[CH:13][C:12]=1[O:19][CH3:20].C(=O)([O-])[O-:22].[Cs+].[Cs+].[OH-].[Na+]>CS(C)=O>[Cl:1][C:2]1[CH:3]=[C:4]([CH:5]=[CH:6][C:7]=1[Cl:8])[O:9][C:11]1[CH:18]=[CH:17][C:14]([C:15]([NH2:16])=[O:22])=[CH:13][C:12]=1[O:19][CH3:20] |f:2.3.4,5.6|. Procedure details: A mixture of 3,4-dichlorophenol (539 mg, 3.31 mmol), 4-fluoro-3-methoxybenzonitrile (500 mg, 3.31 mmol) and cesium carbonate (2.16 g, 6.62 mmol) in DMSO (5 mL) was heated to 120° C. for 18 hours. The reaction was cooled before the addition of 1N NaOH. The reaction was extracted with ethyl acetate and the organic layer separated and concentrated in vacuo. The residue was purified using silica gel column chromatography eluting with 0-20% EtOAc in heptane to furnish the title compound as a white so... The reactants are CN(C)CC=1SC=C(N1)C(=O)OCC (Ethyl 2-((dimethylamino)methyl)thiazole-4-carboxylate), [OH-].[Li+] (lithium hydroxide). Solvent: C1CCOC1.CO (THF methanol). Reaction conditions: time 3 hour. Product: CN(C)CC=1SC=C(N1)C(=O)O (2-((Dimethylamino)methyl)thiazole-4-carboxylic acid), crude product. Reaction SMILES: [CH3:1][N:2]([CH2:4][C:5]1[S:6][CH:7]=[C:8]([C:10]([O:12]CC)=[O:11])[N:9]=1)[CH3:3].[OH-].[Li+]>C1COCC1.CO>[CH3:3][N:2]([CH2:4][C:5]1[S:6][CH:7]=[C:8]([C:10]([OH:12])=[O:11])[N:9]=1)[CH3:1] |f:1.2,3.4|. Reported procedure: Ethyl 2-((dimethylamino)methyl)thiazole-4-carboxylate (147 mg, 0.686 mmol) was dissolved in THF/methanol mixture (9:1) and 1M lithium hydroxide (1.372 ml, 1.372 mmol) was added slowly. The reaction mixture was stirred at RT for 3 h, pH was adjusted to 2 and the mixture was evaporated to dryness to yield the title compound as a crude product. m/z [186.2+1].